The task is: describe an organic reaction: reactants, conditions, products, and yield. This data is from the Open Reaction Database (ORD), a public repository of structured organic reaction records. Starting materials: CCO, COC(=O)c1cccc([N+](=O)[O-])c1N, [H][H]. Yields the product COC(=O)c1cccc(N)c1N. Reaction SMILES: [CH3:17][CH2:18][OH:19].[CH3:1][O:2][C:3]([c:4]1[c:5]([NH2:13])[c:6]([N+:10]([O-:11])=[O:12])[cH:7][cH:8][cH:9]1)=[O:14].[H:15][H:16]>>[CH3:1][O:2][C:3]([c:4]1[c:5]([NH2:13])[c:6]([NH2:10])[cH:7][cH:8][cH:9]1)=[O:14]. Starting materials: CC(=O)O, CC1(C)OCC(COc2ccc(-c3c(C#N)c(N)nc(SCc4coc(-c5ccc(Cl)cc5)n4)c3C#N)cc2)O1, O. Product: N#Cc1c(N)nc(SCc2coc(-c3ccc(Cl)cc3)n2)c(C#N)c1-c1ccc(OCC(O)CO)cc1. As a reaction SMILES: [CH3:42][C:43](=[O:44])[OH:45].[NH2:1][c:2]1[n:3][c:4]([S:27][CH2:28][c:29]2[n:30][c:31](-[c:34]3[cH:35][cH:36][c:37]([Cl:40])[cH:38][cH:39]3)[o:32][cH:33]2)[c:5]([C:25]#[N:26])[c:6](-[c:10]2[cH:11][cH:12][c:13]([O:16][CH2:17][CH:18]3[O:19][C:20]([CH3:23])([CH3:24])[O:21][CH2:22]3)[cH:14][cH:15]2)[c:7]1[C:8]#[N:9].[OH2:41]>>[NH2:1][c:2]1[n:3][c:4]([S:27][CH2:28][c:29]2[n:30][c:31](-[c:34]3[cH:35][cH:36][c:37]([Cl:40])[cH:38][cH:39]3)[o:32][cH:33]2)[c:5]([C:25]#[N:26])[c:6](-[c:10]2[cH:11][cH:12][c:13]([O:16][CH2:17][CH:18]([OH:19])[CH2:22][OH:21])[cH:14][cH:15]2)[c:7]1[C:8]#[N:9]. Reactants: [H-].[Na+] (NaH), ClCCl (dichloromethane), N1C(=CC2=CC=CC=C12)C(=O)OCC (ethyl indole-2-carboxylate), C1(=CC=CC=C1)S(=O)(=O)Cl (benzenesulfonyl chloride). Solvent: CN(C)C=O (DMF), O (water). The product is C1(=CC=CC=C1)S(=O)(=O)N1C=CC2=CC=CC=C12 (N-phenylsulfonylindole). RXN SMILES: [NH:1]1[C:9]2[C:4](=[CH:5][CH:6]=[CH:7][CH:8]=2)[CH:3]=[C:2]1C(OCC)=O.[H-].[Na+].[C:17]1([S:23](Cl)(=[O:25])=[O:24])[CH:22]=[CH:21][CH:20]=[CH:19][CH:18]=1.ClCCl>CN(C=O)C.O>[C:17]1([S:23]([N:1]2[C:9]3[C:4](=[CH:5][CH:6]=[CH:7][CH:8]=3)[CH:3]=[CH:2]2)(=[O:25])=[O:24])[CH:22]=[CH:21][CH:20]=[CH:19][CH:18]=1 |f:1.2|. Reported procedure: To a stirred and cooled (to about 0° C.) solution of ethyl indole-2-carboxylate 10 (1 eq.) in DMF (2 ml/mmol) under N2, was added NaH (60% in oil, 1.2 eq.) portionwise. When gas evolution stopped, benzenesulfonyl chloride (1.2 eq.) was added. The reaction mixture was stirred for about 1 hour (TLC monitoring, eluent dichloromethane); a small amount of water then was added carefully and the DMF was evaporated. The crude residue was dissolved in ethyl acetate and washed with water and brine. After ...